This data is from the Open Reaction Database (ORD), a public repository of structured organic reaction records. The task is: describe an organic reaction: reactants, conditions, products, and yield Starting materials: CCOC(=O)CC1c2cc(C(C)(C)C)ccc2C(=O)N1CC(C)C, CCO, [Cl-], NC(N)=[NH2+], [Na]. The product is CC(C)CN1C(=O)c2ccc(C(C)(C)C)cc2C1CC(=O)NC(=N)N. As a reaction SMILES: [C:7]([CH3:8])([CH3:9])([CH3:10])[c:11]1[cH:12][cH:13][c:14]2[c:18]([cH:19]1)[CH:17]([CH2:20][C:21](=[O:22])[O:23][CH2:24][CH3:25])[N:16]([CH2:26][CH:27]([CH3:28])[CH3:29])[C:15]2=[O:30].[CH3:31][CH2:32][OH:33].[Cl-:2].[NH2:3][C:4]([NH2:5])=[NH2+:6].[Na:1]>>[NH:3]=[C:4]([NH2:5])[NH:6][C:21]([CH2:20][CH:17]1[N:16]([CH2:26][CH:27]([CH3:28])[CH3:29])[C:15](=[O:30])[c:14]2[cH:13][cH:12][c:11]([C:7]([CH3:8])([CH3:9])[CH3:10])[cH:19][c:18]21)=[O:22].